This data is from the Open Reaction Database (ORD), a public repository of structured organic reaction records. The task is: describe an organic reaction: reactants, conditions, products, and yield Reaction SMILES: [CH2:1]([C:4]1[CH:10]=[CH:9][C:7]([NH2:8])=[CH:6][CH:5]=1)[CH2:2][CH3:3].[C:11]([C:13]1[CH:22]=[CH:21][C:16]([C:17](=O)[CH2:18]Br)=[CH:15][CH:14]=1)#[N:12].[CH:23]([NH2:25])=O>CN(C=O)C>[CH2:1]([C:4]1[CH:10]=[CH:9][C:7]([N:8]2[CH:18]=[C:17]([C:16]3[CH:21]=[CH:22][C:13]([C:11]#[N:12])=[CH:14][CH:15]=3)[N:25]=[CH:23]2)=[CH:6][CH:5]=1)[CH2:2][CH3:3]. Product: C(CC)C1=CC=C(C=C1)N1C=NC(=C1)C1=CC=C(C#N)C=C1 (4-[1-(4-propylphenyl)-1H-imidazol-4-yl]-benzonitrile). Run at temperature 180 celsius, time 2 hour. Run in CN(C)C=O (DMF). The reactants are C(CC)C1=CC=C(N)C=C1 (4-Propylaniline), C(#N)C1=CC=C(C(CBr)=O)C=C1 (4-cyanophenacyl bromide), C(=O)N (formamide). Reported procedure: 4-Propylaniline (2.70 g, 20 mmol) was added dropwise to a solution of 4-cyanophenacyl bromide (2.20 g, 10 mmol) in DMF (5 mL). This solution was then added to hot (180° C.) formamide (20 mL) over 5 min, and the combined solution was allowed to stir at 180° C. for 2 h. The cooled solution was then poured onto ice (100 mL), and extracted with ether (2×75 mL). After drying and concentrating, the resulting dark oil was purified by chromatography (3:1:2 hexanes:EtOAc:CH2Cl2). The first product (510 m... The reactants are O=C([O-])O, CCO, ClC(Cl)Cl, Cl, N#CC1CCCC(=O)N1C(CO)c1ccc(F)cc1, [Na+]. The product is CCOC(=O)C1CCCC(=O)N1C(CO)c1ccc(F)cc1. Reaction SMILES: [C:20]([O-:21])(=[O:22])[OH:23].[CH2:29]([CH3:30])[OH:31].[CH:25]([Cl:26])([Cl:27])[Cl:28].[ClH:32].[F:1][c:2]1[cH:3][cH:4][c:5]([CH:8]([CH2:9][OH:10])[N:11]2[CH:12]([C:18]#[N:19])[CH2:13][CH2:14][CH2:15][C:16]2=[O:17])[cH:6][cH:7]1.[Na+:24]>>[F:1][c:2]1[cH:3][cH:4][c:5]([CH:8]([CH2:9][OH:10])[N:11]2[CH:12]([C:18](=[O:21])[O:31][CH2:29][CH3:30])[CH2:13][CH2:14][CH2:15][C:16]2=[O:17])[cH:6][cH:7]1. The reactants are OCCC1=CC=C(C=C1)O (4-(2-hydroxyethyl)phenol), ClC1=NC=C(C=N1)Cl (2,5-dichloropyrimidine), C(=O)([O-])[O-].[K+].[K+] (K2CO3). Run in CN(C)C=O (DMF). Reaction conditions: temperature 110 celsius. The product is ClC=1C=NC(=NC1)OC1=CC=C(C=C1)CCO (2-(4-((5-chloropyrimidin-2-yl)oxy)phenyl)ethanol). Isolated yield 89.6%. RXN SMILES: [OH:1][CH2:2][CH2:3][C:4]1[CH:9]=[CH:8][C:7]([OH:10])=[CH:6][CH:5]=1.Cl[C:12]1[N:17]=[CH:16][C:15]([Cl:18])=[CH:14][N:13]=1.C([O-])([O-])=O.[K+].[K+]>CN(C=O)C>[Cl:18][C:15]1[CH:14]=[N:13][C:12]([O:10][C:7]2[CH:8]=[CH:9][C:4]([CH2:3][CH2:2][OH:1])=[CH:5][CH:6]=2)=[N:17][CH:16]=1 |f:2.3.4|. Reported procedure: To a solution of 4-(2-hydroxyethyl)phenol (555 mg, 4.02 mmol) in DMF (15 mL) was added 2,5-dichloropyrimidine (570 mg, 3.83 mmol) and K2CO3 (635 mg, 4.59 mmol). The mixture was heated at 110° C. overnight. Purification via reverse phase flash chromatography then afforded the title compound (861 mg, 3.43 mmol, 90% yield). LCMS: rt=2.38 min, [M+H+]=251 The reactants are stainless steel, [N+](=O)([O-])C1=C(C=CC(=C1)OC)N=NC1=C(C(=CC(=C1)CCCCCCCCC)C(C)(C)C)O (2-nitro-4-methoxy-2'-hydroxy-3'-t-butyl,5'-nonylazobenzene), C(C)(C)(C)N (tert-butylamine), [PH2](=O)O (hypophosphorous acid). The reagents and catalysts are [Pd] (Pd/C). Run in CO (methanol). Reaction conditions: time 1 hour. Product: OC1=C(C=C(C=C1C(C)(C)C)CCCCCCCCC)N1N=C2C(=N1)C=CC=C2 (2-(2'-hydroxy-3'-t-butyl,5'-nonylphenyl)benzotriazole). As a reaction SMILES: [N+:1]([C:4]1[CH:9]=[C:8](OC)[CH:7]=[CH:6][C:5]=1[N:12]=[N:13][C:14]1[CH:19]=[C:18]([CH2:20][CH2:21][CH2:22][CH2:23][CH2:24][CH2:25][CH2:26][CH2:27][CH3:28])[CH:17]=[C:16]([C:29]([CH3:32])([CH3:31])[CH3:30])[C:15]=1[OH:33])([O-])=O.C(N)(C)(C)C.[PH2](O)=O>[Pd].CO>[OH:33][C:15]1[C:16]([C:29]([CH3:32])([CH3:31])[CH3:30])=[CH:17][C:18]([CH2:20][CH2:21][CH2:22][CH2:23][CH2:24][CH2:25][CH2:26][CH2:27][CH3:28])=[CH:19][C:14]=1[N:13]1[N:12]=[C:5]2[CH:6]=[CH:7][CH:8]=[CH:9][C:4]2=[N:1]1. Reported procedure: To a 500 mL capacity stainless steel autoclave equipped with a stirrer, external heating jacket and internal heating and cooling coils are added 5.0 g of (0.0082 mole) of 2-nitro-4-methoxy-2'-hydroxy-3'-t-butyl,5'-nonylazobenzene (nonyl group is an isomeric mixture)(purity 75%), 0.25 g (dry weight) of (4% Pd/C+1% Pt/C) catalyst, 3.2 g (about 4 equivalent) of tert-butylamine, 4.4 g (about 3 equivalent) of 50% aqueous hypophosphorous acid and 150 mL of methanol. The autoclave is purged with nitrog... Reactants: [Li+], COC(=O)c1nc(-c2ccc(S(=O)(=O)N3CCN(C)CC3)cc2)cnc1N, C1CCOC1, [OH-], O. The product is CN1CCN(S(=O)(=O)c2ccc(-c3cnc(N)c(C(=O)O)n3)cc2)CC1. As a reaction SMILES: [Li+:28].[NH2:1][c:2]1[c:3]([C:24](=[O:25])[O:26][CH3:27])[n:4][c:5](-[c:8]2[cH:9][cH:10][c:11]([S:14](=[O:15])(=[O:16])[N:17]3[CH2:18][CH2:19][N:20]([CH3:23])[CH2:21][CH2:22]3)[cH:12][cH:13]2)[cH:6][n:7]1.[O:30]1[CH2:31][CH2:32][CH2:33][CH2:34]1.[OH-:29].[OH2:35]>>[NH2:1][c:2]1[c:3]([C:24](=[O:25])[OH:26])[n:4][c:5](-[c:8]2[cH:9][cH:10][c:11]([S:14](=[O:15])(=[O:16])[N:17]3[CH2:18][CH2:19][N:20]([CH3:23])[CH2:21][CH2:22]3)[cH:12][cH:13]2)[cH:6][n:7]1. Reactants: CC(C)(C)c1ccc(Oc2ccc3cnc(C(=O)O)cc3c2)cc1, COC(=O)C(N)Cc1ccc(OCc2ccccc2)cc1. Yields the product COC(=O)C(Cc1ccc(OCc2ccccc2)cc1)NC(=O)c1cc2cc(Oc3ccc(C(C)(C)C)cc3)ccc2cn1. As a reaction SMILES: [C:1]([CH3:2])([CH3:3])([CH3:4])[c:5]1[cH:6][cH:7][c:8]([O:9][c:10]2[cH:11][c:12]3[cH:13][c:14]([C:20](=[O:21])[OH:22])[n:15][cH:16][c:17]3[cH:18][cH:19]2)[cH:23][cH:24]1.[CH3:25][O:26][C:27]([CH:28]([CH2:29][c:30]1[cH:31][cH:32][c:33]([O:36][CH2:37][c:38]2[cH:39][cH:40][cH:41][cH:42][cH:43]2)[cH:34][cH:35]1)[NH2:44])=[O:45]>>[C:1]([CH3:2])([CH3:3])([CH3:4])[c:5]1[cH:6][cH:7][c:8]([O:9][c:10]2[cH:11][c:12]3[cH:13][c:14]([C:20](=[O:21])[NH:44][CH:28]([C:27]([O:26][CH3:25])=[O:45])[CH2:29][c:30]4[cH:31][cH:32][c:33]([O:36][CH2:37][c:38]5[cH:39][cH:40][cH:41][cH:42][cH:43]5)[cH:34][cH:35]4)[n:15][cH:16][c:17]3[cH:18][cH:19]2)[cH:23][cH:24]1.